From a dataset of the Open Reaction Database (ORD), a public repository of structured organic reaction records. describe an organic reaction: reactants, conditions, products, and yield The reactants are COC(C(=O)O)c1cccc(OCc2ccccc2)c1, CCO. Product: COC(C(=O)O)c1cccc(O)c1. Reaction SMILES: [CH2:1]([c:2]1[cH:3][cH:4][cH:5][cH:6][cH:7]1)[O:8][c:9]1[cH:10][c:11]([CH:15]([C:16](=[O:17])[OH:18])[O:19][CH3:20])[cH:12][cH:13][cH:14]1.[CH3:21][CH2:22][OH:23]>>[OH:8][c:9]1[cH:10][c:11]([CH:15]([C:16](=[O:17])[OH:18])[O:19][CH3:20])[cH:12][cH:13][cH:14]1. Starting materials: Cc1ccccc1B(O)O, CC(Nc1nc(Cl)cc(-n2cnc3ccccc32)n1)c1cccc([N+](=O)[O-])c1. Yields the product Cc1ccccc1-c1cc(-n2cnc3ccccc32)nc(NC(C)c2cccc([N+](=O)[O-])c2)n1. Reaction SMILES: [CH3:29][c:30]1[c:31]([B:36]([OH:37])[OH:38])[cH:32][cH:33][cH:34][cH:35]1.[N+:1](=[O:2])([O-:3])[c:4]1[cH:5][c:6]([CH:10]([CH3:11])[NH:12][c:13]2[n:14][c:15]([Cl:28])[cH:16][c:17](-[n:19]3[cH:20][n:21][c:22]4[c:23]3[cH:24][cH:25][cH:26][cH:27]4)[n:18]2)[cH:7][cH:8][cH:9]1>>[N+:1](=[O:2])([O-:3])[c:4]1[cH:5][c:6]([CH:10]([CH3:11])[NH:12][c:13]2[n:14][c:15](-[c:31]3[c:30]([CH3:29])[cH:35][cH:34][cH:33][cH:32]3)[cH:16][c:17](-[n:19]3[cH:20][n:21][c:22]4[c:23]3[cH:24][cH:25][cH:26][cH:27]4)[n:18]2)[cH:7][cH:8][cH:9]1. The product is O=C(Cn1cccc(NS(=O)(=O)c2ccc3ccccc3c2)c1=O)N1CCCCC1. Reactants: ClCCl, Cl, Cl, Nc1cccn(CC(=O)N2CCCCC2)c1=O, O=S(=O)(Cl)c1ccc2ccccc2c1, c1ccncc1. RXN SMILES: [CH2:40]([Cl:41])[Cl:42].[ClH:15].[ClH:39].[NH2:16][c:17]1[c:18](=[O:32])[n:19]([CH2:23][C:24](=[O:25])[N:26]2[CH2:27][CH2:28][CH2:29][CH2:30][CH2:31]2)[cH:20][cH:21][cH:22]1.[cH:1]1[c:2]([S:11](=[O:12])(=[O:13])[Cl:14])[cH:3][cH:4][c:5]2[cH:6][cH:7][cH:8][cH:9][c:10]12.[cH:33]1[cH:34][cH:35][n:36][cH:37][cH:38]1>>[cH:1]1[c:2]([S:11](=[O:12])(=[O:13])[NH:16][c:17]2[c:18](=[O:32])[n:19]([CH2:23][C:24](=[O:25])[N:26]3[CH2:27][CH2:28][CH2:29][CH2:30][CH2:31]3)[cH:20][cH:21][cH:22]2)[cH:3][cH:4][c:5]2[cH:6][cH:7][cH:8][cH:9][c:10]12. Reaction SMILES: [CH2:1]([CH3:2])[O:3][C:4]([CH:5]([c:6]1[cH:7][c:8]([O:14][CH3:15])[c:9]([O:12][CH3:13])[cH:10][cH:11]1)[C:16]#[N:17])=[O:18].[CH3:20][CH2:21][OH:22].[ClH:19]>>[CH2:1]([CH3:2])[O:3][C:4]([CH:5]([c:6]1[cH:7][c:8]([O:14][CH3:15])[c:9]([O:12][CH3:13])[cH:10][cH:11]1)[CH2:16][NH2:17])=[O:18].[ClH:19]. Starting materials: CCOC(=O)C(C#N)c1ccc(OC)c(OC)c1, CCO, Cl. Yields the product CCOC(=O)C(CN)c1ccc(OC)c(OC)c1, Cl. The reactants are C([O-])([O-])=O.[Na+].[Na+] (sodium carbonate), BrC=1C(=NC(=C(N1)C(N)=O)NC1=CC=C(C=C1)N1CCC(CC1)N1CCN(CC1)C)N[C@H]1CN(CC1)C(=O)OC(C)(C)C (tert-butyl (3R)-3-{[3-bromo-5-carbamoyl-6-({4-[4-(4-methylpiperazin-1-yl)piperidin-1-yl]phenyl}amino)pyrazin-2-yl]amino}pyrrolidine-1-carboxylate), neopentyl glycol ester 2-cyano-3-methoxyphenylborate, tetrakistriphenylphosphine palladium (0), O1CCOCC1 (dioxane). Conditions: temperature 100 celsius, time 3 hour. Product: C(N)(=O)C=1N=C(C(=NC1NC1=CC=C(C=C1)N1CCC(CC1)N1CCN(CC1)C)N[C@H]1CN(CC1)C(=O)OC(C)(C)C)C1=C(C(=CC=C1)OC)C#N (tert-butyl (3R)-3-{[5-carbamoyl-3-(2-cyano-3-methoxyphenyl)-6-({4-[4-(4-methylpiperazin-1-yl)piperidin-1-yl]phenyl}amino)pyrazin-2-yl]amino}pyrrolidine-1-carboxylate). As a reaction SMILES: Br[C:2]1[C:3]([NH:31][C@@H:32]2[CH2:36][CH2:35][N:34]([C:37]([O:39][C:40]([CH3:43])([CH3:42])[CH3:41])=[O:38])[CH2:33]2)=[N:4][C:5]([NH:11][C:12]2[CH:17]=[CH:16][C:15]([N:18]3[CH2:23][CH2:22][CH:21]([N:24]4[CH2:29][CH2:28][N:27]([CH3:30])[CH2:26][CH2:25]4)[CH2:20][CH2:19]3)=[CH:14][CH:13]=2)=[C:6]([C:8](=[O:10])[NH2:9])[N:7]=1.C(=O)([O-])[O-].[Na+].[Na+].O1[CH2:55][CH2:54][O:53][CH2:52]C1>>[C:8]([C:6]1[N:7]=[C:2]([C:14]2[CH:15]=[CH:16][CH:55]=[C:54]([O:53][CH3:52])[C:13]=2[C:12]#[N:11])[C:3]([NH:31][C@@H:32]2[CH2:36][CH2:35][N:34]([C:37]([O:39][C:40]([CH3:43])([CH3:42])[CH3:41])=[O:38])[CH2:33]2)=[N:4][C:5]=1[NH:11][C:12]1[CH:17]=[CH:16][C:15]([N:18]2[CH2:23][CH2:22][CH:21]([N:24]3[CH2:29][CH2:28][N:27]([CH3:30])[CH2:26][CH2:25]3)[CH2:20][CH2:19]2)=[CH:14][CH:13]=1)(=[O:10])[NH2:9] |f:1.2.3|. Reported procedure: To a mixture of tert-butyl (3R)-3-{[3-bromo-5-carbamoyl-6-({4-[4-(4-methylpiperazin-1-yl)piperidin-1-yl]phenyl}amino)pyrazin-2-yl]amino}pyrrolidine-1-carboxylate (220 mg), neopentyl glycol ester 2-cyano-3-methoxyphenylborate (164 mg), and tetrakistriphenylphosphine palladium (0) (39 mg), dioxane (8.8 mL) was added a 2 M aqueous sodium carbonate solution (836 μL), followed by stirring at 100° C. for 3 hours under an argon atmosphere. After leaving to be cooled, the mixture was subjected to liquid... The reactants are C(C)OC(=O)C1N(CC(C1)S(=O)(=O)C1=C(C=CC=C1)C(F)(F)F)C1=CC=CC2=CC=CC=C12 (1-naphthalen-1-yl-4-(2-trifluoromethyl-benzenesulfonyl)-pyrrolidine-2-carboxylic acid ethyl ester), [OH-].[Li+] (lithium hydroxide). The product is C1(=CC=CC2=CC=CC=C12)N1C(CC(C1)S(=O)(=O)C1=C(C=CC=C1)C(F)(F)F)C(=O)O (1-Naphthalen-1-yl-4-(2-trifluoromethyl-benzenesulfonyl)-pyrrolidine-2-carboxylic Acid). RXN SMILES: C([O:3][C:4]([CH:6]1[CH2:10][CH:9]([S:11]([C:14]2[CH:19]=[CH:18][CH:17]=[CH:16][C:15]=2[C:20]([F:23])([F:22])[F:21])(=[O:13])=[O:12])[CH2:8][N:7]1[C:24]1[C:33]2[C:28](=[CH:29][CH:30]=[CH:31][CH:32]=2)[CH:27]=[CH:26][CH:25]=1)=[O:5])C.[OH-].[Li+]>>[C:24]1([N:7]2[CH2:8][CH:9]([S:11]([C:14]3[CH:19]=[CH:18][CH:17]=[CH:16][C:15]=3[C:20]([F:21])([F:22])[F:23])(=[O:12])=[O:13])[CH2:10][CH:6]2[C:4]([OH:5])=[O:3])[C:33]2[C:28](=[CH:29][CH:30]=[CH:31][CH:32]=2)[CH:27]=[CH:26][CH:25]=1 |f:1.2|. Procedure details: In analogy to the procedure described in example 253e, 1-naphthalen-1-yl-4-(2-trifluoromethyl-benzenesulfonyl)-pyrrolidine-2-carboxylic acid ethyl ester was saponified in the presence of lithium hydroxide to give the title compound as off-white solid which was used in the next step without further purification. MS (ESI): m/z=450.1 [M+H]+.